Dataset: the Open Reaction Database (ORD), a public repository of structured organic reaction records. Task: describe an organic reaction: reactants, conditions, products, and yield Reactants: C, COc1ccc(-n2nc(C(=O)N3CCN(Cc4ccccc4)C(C)C3)cc2-c2ccccc2)cn1, CCO, [H][H], [Na+], [OH-], [Pd]. Yields the product COc1ccc(-n2nc(C(=O)N3CCNC(C)C3)cc2-c2ccccc2)cn1. As a reaction SMILES: [C:43].[CH3:1][O:2][c:3]1[cH:4][cH:5][c:6](-[n:9]2[n:10][c:11]([C:20](=[O:21])[N:22]3[CH2:23][CH:24]([CH3:35])[N:25]([CH2:28][c:29]4[cH:30][cH:31][cH:32][cH:33][cH:34]4)[CH2:26][CH2:27]3)[cH:12][c:13]2-[c:14]2[cH:15][cH:16][cH:17][cH:18][cH:19]2)[cH:7][n:8]1.[CH3:40][CH2:41][OH:42].[H:36][H:37].[Na+:39].[OH-:38].[Pd:44]>>[CH3:1][O:2][c:3]1[cH:4][cH:5][c:6](-[n:9]2[n:10][c:11]([C:20](=[O:21])[N:22]3[CH2:23][CH:24]([CH3:35])[NH:25][CH2:26][CH2:27]3)[cH:12][c:13]2-[c:14]2[cH:15][cH:16][cH:17][cH:18][cH:19]2)[cH:7][n:8]1. The reactants are CC(C)(C)OC(=O)NCC(=O)O, ClCCCl, COc1cc2nccc(Oc3ccc(NC(=O)c4c(C)n(CC(C)O)n(-c5ccccc5)c4=O)cc3F)c2cc1OC, CN(C)c1ccncc1, ClCCl. Yields the product COc1cc2nccc(Oc3ccc(NC(=O)c4c(C)n(CC(C)OC(=O)CNC(=O)OC(C)(C)C)n(-c5ccccc5)c4=O)cc3F)c2cc1OC. RXN SMILES: [C:43](=[O:44])([O:45][C:46]([CH3:47])([CH3:48])[CH3:49])[NH:50][CH2:51][C:52](=[O:53])[OH:54].[CH2:55]([Cl:56])[CH2:57][Cl:58].[CH3:1][O:2][c:3]1[cH:4][c:5]2[c:6]([O:15][c:16]3[c:17]([F:42])[cH:18][c:19]([NH:22][C:23](=[O:24])[c:25]4[c:26](=[O:41])[n:27](-[c:35]5[cH:36][cH:37][cH:38][cH:39][cH:40]5)[n:28]([CH2:31][CH:32]([CH3:33])[OH:34])[c:29]4[CH3:30])[cH:20][cH:21]3)[cH:7][cH:8][n:9][c:10]2[cH:11][c:12]1[O:13][CH3:14].[CH3:59][N:60]([c:61]1[cH:62][cH:63][n:64][cH:65][cH:66]1)[CH3:67].[Cl:68][CH2:69][Cl:70]>>[CH3:1][O:2][c:3]1[cH:4][c:5]2[c:6]([O:15][c:16]3[c:17]([F:42])[cH:18][c:19]([NH:22][C:23](=[O:24])[c:25]4[c:26](=[O:41])[n:27](-[c:35]5[cH:36][cH:37][cH:38][cH:39][cH:40]5)[n:28]([CH2:31][CH:32]([CH3:33])[O:34][C:52]([CH2:51][NH:50][C:43](=[O:44])[O:45][C:46]([CH3:47])([CH3:48])[CH3:49])=[O:53])[c:29]4[CH3:30])[cH:20][cH:21]3)[cH:7][cH:8][n:9][c:10]2[cH:11][c:12]1[O:13][CH3:14]. The reactants are C(C)(=O)O[BH-](OC(C)=O)OC(C)=O.[Na+] (Sodium triacetoxyborohydride), C(=O)(O)[O-].[Na+] (NaHCO3), C(C)(C)(C)OC(=O)N1CCNCCC1 ([1,4]diazepane-1-carboxylic acid tert-butyl ester), C1(CCC1)=O (cyclobutanone), C(C)(=O)O (acetic acid). Run in ClCCCl (DCE). Run at temperature 22.5 celsius, time 2 hour. The product is C1(CCC1)N1CCN(CCC1)C(=O)OC(C)(C)C (tert-butyl 4-cyclobutyl-1,4-diazepane-1-carboxylate). The yield is 96.0%. As a reaction SMILES: [C:1]([O:5][C:6]([N:8]1[CH2:14][CH2:13][CH2:12][NH:11][CH2:10][CH2:9]1)=[O:7])([CH3:4])([CH3:3])[CH3:2].[C:15]1(=O)[CH2:18][CH2:17][CH2:16]1.C(O)(=O)C.C(O[BH-](OC(=O)C)OC(=O)C)(=O)C.[Na+].C([O-])(O)=O.[Na+]>ClCCCl>[CH:15]1([N:11]2[CH2:12][CH2:13][CH2:14][N:8]([C:6]([O:5][C:1]([CH3:4])([CH3:2])[CH3:3])=[O:7])[CH2:9][CH2:10]2)[CH2:18][CH2:17][CH2:16]1 |f:3.4,5.6|. Reported procedure: To a stirred solution of [1,4]diazepane-1-carboxylic acid tert-butyl ester (5 g, 24.97 mmol) in DCE (70 ml) at 20 to 25° C. was added cyclobutanone (1.75 g, 24.97 mmol) followed by acetic acid (1.5 g, 24.97 mmol) dropwise. The resulting mixture was stirred at 20 to 25° C. for ca. 2 h. Sodium triacetoxyborohydride (7.94 g, 37.46 mmol) was added in 9 portions, keeping the temperature in the range of 20 to 25° C. The resulting suspension was stirred at 20 to 25° C. overnight. Saturated aqueous NaHC... Starting materials: N1(CCOCC1)C1=NC=C(C(=O)NCCC2=CC=C(C=C2)OC2=CC=CC=C2)C=C1 (6-Morpholin-4-yl-N-[2-(4-phenoxy-phenyl)-ethyl]-nicotinamide), N1(CCOCC1)C1=NC=C(C(=O)NCCC2=CC=C(C=C2)OC2=CC=CC=C2)C=C1 (6-Morpholin-4-yl-N-[2-(4-phenoxy-phenyl)-ethyl]-nicotinamide), OC1CCN(CC1)C (4-hydroxy-N-methylpiperidine), [OH-].[K+] (KOH). Run in C(Cl)Cl (CH2Cl2), O (water), CS(=O)C (DMSO). Reaction conditions: temperature 100 celsius. The product is CN1CCC(CC1)OC1=NC=C(C(=O)NCCC2=CC=C(C=C2)OC2=CC=CC=C2)C=C1 (6-(1-methyl-piperidin-4-yloxy)-N-[2-(4-phenoxy-phenyl)-ethyl]-nicotinamide). Yield: 20.9%. As a reaction SMILES: N1([C:7]2[CH:30]=[CH:29][C:10]([C:11]([NH:13][CH2:14][CH2:15][C:16]3[CH:21]=[CH:20][C:19]([O:22][C:23]4[CH:28]=[CH:27][CH:26]=[CH:25][CH:24]=4)=[CH:18][CH:17]=3)=[O:12])=[CH:9][N:8]=2)CCOCC1.[OH:31][CH:32]1[CH2:37][CH2:36][N:35]([CH3:38])[CH2:34][CH2:33]1.[OH-].[K+]>CS(C)=O.C(Cl)Cl.O>[CH3:38][N:35]1[CH2:36][CH2:37][CH:32]([O:31][C:7]2[CH:30]=[CH:29][C:10]([C:11]([NH:13][CH2:14][CH2:15][C:16]3[CH:21]=[CH:20][C:19]([O:22][C:23]4[CH:28]=[CH:27][CH:26]=[CH:25][CH:24]=4)=[CH:18][CH:17]=3)=[O:12])=[CH:9][N:8]=2)[CH2:33][CH2:34]1 |f:2.3|. Procedure details: A solution of 6-chloro-N-[2-(4-phenoxy-phenyl)-ethyl]-nicotinamide (130 mg, intermediate from example 23) in DMSO (1.4 ml) was treated with 4-hydroxy-N-methylpiperidine (68 mg) and KOH (93 mg). The reaction mixture was heated for 20 min at 100° C. in the microwave oven. Then it was cooled to r.t. and diluted with CH2Cl2 and water. The aqueous layer was washed with CH2Cl2. The combined organic layers were dried over MgSO4, filtered and concentrated. The crude product was purified by column chroma... Reactants: OC=1C(=C2C(OC(C2=CC1OC)=O)=O)[N+](=O)[O-] (5-Hydroxy-6-methoxy-4-nitro-isobenzofuran-1,3-dione), [Cl-].[Al+3].[Cl-].[Cl-] (aluminum chloride), N1=CC=CC=C1 (Pyridine). Run in C(C)(=O)OCC (ethyl acetate), C(C)(=O)OCC (ethyl acetate). Conditions: time 0.5 hour. Product: OC=1C(=C2C(OC(C2=CC1O)=O)=O)[N+](=O)[O-] (5,6-Dihydroxy-4-nitro-isobenzofuran-1,3-dione). RXN SMILES: [OH:1][C:2]1[C:3]([N+:15]([O-:17])=[O:16])=[C:4]2[C:8](=[CH:9][C:10]=1[O:11]C)[C:7](=[O:13])[O:6][C:5]2=[O:14].[Cl-].[Al+3].[Cl-].[Cl-].N1C=CC=CC=1>C(OCC)(=O)C>[OH:1][C:2]1[C:3]([N+:15]([O-:17])=[O:16])=[C:4]2[C:8](=[CH:9][C:10]=1[OH:11])[C:7](=[O:13])[O:6][C:5]2=[O:14] |f:1.2.3.4|. Procedure: 5-Hydroxy-6-methoxy-4-nitro-isobenzofuran-1,3-dione (115 mg), aluminum chloride (80 mg) was mixed with ethyl acetate (3 ml). Pyridine (155 μl) in ethyl acetate (2 ml) was added dropwise. The resulting mixture was stirred at room temperature for 0.5 hours, heated to reflux for 3 hours, and then quenched with water (0.5 ml) and conc. HCl (0.5 ml) at 60° C. Ethyl acetate and water was removed in vacuo. The remainder was mixed with brine (2 ml) and extracted two times with ethyl acetate (15 ml). The... Reactants: CN(CC(=O)N1CCC2=CC(=C(C=C12)NC=1N=C(C2=C(N1)N(C=C2)S(=O)(=O)C2=CC=C(C=C2)C)NC2=C(C(=O)N)C=CC=C2)OC)C (2-({2-{[1-(N,N-dimethylglycyl)-5-(methyloxy)-2,3-dihydro-1H-indol-6-yl]amino}-7-[(4-methylphenyl)sulfonyl]-7H-pyrrolo[2,3-d]pyrimidin-4-yl}amino)benzamide), [OH-].[K+] (KOH). Run in CCOC(=O)C (EtOAc), O1CCOCC1 (dioxane). Yields the product CN(CC(=O)N1CCC2=CC(=C(C=C12)NC1=NC(=C2C(N1)=NC=C2)NC2=C(C(=O)N)C=CC=C2)OC)C (2-[(2-{[1-(N,N-dimethylglycyl)-5-(methyloxy)-2,3-dihydro-1H-indol-6-yl]amino}-1H-pyrrolo[2,3-d]pyrimidin-4-yl)amino]benzamide). Isolated yield 73.1%. As a reaction SMILES: [CH3:1][N:2]([CH3:47])[CH2:3][C:4]([N:6]1[C:14]2[C:9](=[CH:10][C:11]([O:45][CH3:46])=[C:12]([NH:15][C:16]3[N:17]=[C:18]([NH:35][C:36]4[CH:44]=[CH:43][CH:42]=[CH:41][C:37]=4[C:38]([NH2:40])=[O:39])[C:19]4[CH:24]=[CH:23][N:22](S(C5C=CC(C)=CC=5)(=O)=O)[C:20]=4[N:21]=3)[CH:13]=2)[CH2:8][CH2:7]1)=[O:5].[OH-].[K+]>O1CCOCC1.CCOC(C)=O>[CH3:1][N:2]([CH3:47])[CH2:3][C:4]([N:6]1[C:14]2[C:9](=[CH:10][C:11]([O:45][CH3:46])=[C:12]([NH:15][C:16]3[NH:21][C:20]4=[N:22][CH:23]=[CH:24][C:19]4=[C:18]([NH:35][C:36]4[CH:44]=[CH:43][CH:42]=[CH:41][C:37]=4[C:38]([NH2:40])=[O:39])[N:17]=3)[CH:13]=2)[CH2:8][CH2:7]1)=[O:5] |f:1.2|. Procedure: A solution of 2-({2-{[1-(N,N-dimethylglycyl)-5-(methyloxy)-2,3-dihydro-1H-indol-6-yl]amino}-7-[(4-methylphenyl)sulfonyl]-7H-pyrrolo[2,3-d]pyrimidin-4-yl}amino)benzamide (100 mg, 0.153 mmol) in dioxane (13 mL) and a 1M aqueous KOH solution (0.764 mL, 0.764 mmol) was heated at 90° C. for 6 h. The resulting mixture was allowed to cool to rt, diluted with EtOAc (100 mL), washed with a saturated NaHCO3 solution (50 mL) and a saturated NaCl solution (50 mL). The organic layer was concentrated onto Cel... Reactants: Cc1cc(N)ncc1-c1ccccc1, O=C=NC(=O)c1c(Cl)cccc1Cl, ClCCl. Product: Cc1cc(NC(=O)NC(=O)c2c(Cl)cccc2Cl)ncc1-c1ccccc1. Reaction SMILES: [CH3:14][c:15]1[cH:16][c:17]([NH2:27])[n:18][cH:19][c:20]1-[c:21]1[cH:22][cH:23][cH:24][cH:25][cH:26]1.[Cl:1][c:2]1[c:3]([C:4](=[O:5])[N:6]=[C:7]=[O:8])[c:9]([Cl:13])[cH:10][cH:11][cH:12]1.[Cl:28][CH2:29][Cl:30]>>[Cl:1][c:2]1[c:3]([C:4](=[O:5])[NH:6][C:7](=[O:8])[NH:27][c:17]2[cH:16][c:15]([CH3:14])[c:20](-[c:21]3[cH:22][cH:23][cH:24][cH:25][cH:26]3)[cH:19][n:18]2)[c:9]([Cl:13])[cH:10][cH:11][cH:12]1. Starting materials: ClCCN1S(N(CC2=C1C=CC(=C2)S(=O)(=O)CC)C(C)C)(=O)=O (1-(2-Chloroethyl)-3,4-dihydro-6-(ethylsulfonyl)-3-(1-methylethyl)-1H-2,1,3-benzothiadiazine-2,2-dioxide), C([O-])(O)=O.[Na+] (sodium bicarbonate), FC1=CC=C2C(=CNC2=C1)C=1CCNCC1 (6-fluoro-3-(1,2,3,6-tetrahydro-4-pyridinyl)-1H-indole), [I-].[Na+] (sodium iodide). Solvent: O (water). Yields the product C(C)S(=O)(=O)C=1C=CC2=C(CN(S(N2CCN2CCC(=CC2)C2=CNC3=CC(=CC=C23)F)(=O)=O)C(C)C)C1 (3,4-dihydro-6-ethylsulfonyl-1-[2-[4-(6-fluoro-1H-indol-3-yl)-3,6-dihydro-1(2H)-pyridinyl]ethyl]-3-(1-methylethyl)-1H-2,1,3-benzothiadiazine-2,2-dioxide). RXN SMILES: Cl[CH2:2][CH2:3][N:4]1[C:9]2[CH:10]=[CH:11][C:12]([S:14]([CH2:17][CH3:18])(=[O:16])=[O:15])=[CH:13][C:8]=2[CH2:7][N:6]([CH:19]([CH3:21])[CH3:20])[S:5]1(=[O:23])=[O:22].[F:24][C:25]1[CH:33]=[C:32]2[C:28]([C:29]([C:34]3[CH2:35][CH2:36][NH:37][CH2:38][CH:39]=3)=[CH:30][NH:31]2)=[CH:27][CH:26]=1.[I-].[Na+].C(=O)(O)[O-].[Na+]>O>[CH2:17]([S:14]([C:12]1[CH:11]=[CH:10][C:9]2[N:4]([CH2:3][CH2:2][N:37]3[CH2:38][CH:39]=[C:34]([C:29]4[C:28]5[C:32](=[CH:33][C:25]([F:24])=[CH:26][CH:27]=5)[NH:31][CH:30]=4)[CH2:35][CH2:36]3)[S:5](=[O:23])(=[O:22])[N:6]([CH:19]([CH3:21])[CH3:20])[CH2:7][C:8]=2[CH:13]=1)(=[O:16])=[O:15])[CH3:18] |f:2.3,4.5|. Procedure details: 1-(2-Chloroethyl)-3,4-dihydro-6-(ethylsulfonyl)-3-(1-methylethyl)-1H-2,1,3-benzothiadiazine-2,2-dioxide (1.03 g, 0.0027 mol), 6-fluoro-3-(1,2,3,6-tetrahydro-4-pyridinyl)-1H-indole (0.706 g, 0.0033 mol), sodium iodide (0.408 g, 0.0027 mol) and sodium bicarbonate (1.586 g, 0.015 mol) were suspended in water (75 ml). The reaction mixture was heated at reflux overnight. The product mixture was then cooled to room temperature. The product was extracted into ethyl acetate (3×50 ml). The organic extrac... Reactants: BrCCc1ccccc1, CCOC(=O)c1cc(Cl)c2c(c1)CC(COS(=O)(=O)C(F)(F)F)O2. The product is CCOC(=O)c1cc(Cl)c2c(c1)CC(CCCc1ccccc1)O2. RXN SMILES: [Br:25][CH2:26][CH2:27][c:28]1[cH:29][cH:30][cH:31][cH:32][cH:33]1.[Cl:1][c:2]1[cH:3][c:4]([C:20](=[O:21])[O:22][CH2:23][CH3:24])[cH:5][c:6]2[c:10]1[O:9][CH:8]([CH2:11][O:12][S:13]([C:14]([F:15])([F:16])[F:17])(=[O:18])=[O:19])[CH2:7]2>>[Cl:1][c:2]1[cH:3][c:4]([C:20](=[O:21])[O:22][CH2:23][CH3:24])[cH:5][c:6]2[c:10]1[O:9][CH:8]([CH2:11][CH2:26][CH2:27][c:28]1[cH:29][cH:30][cH:31][cH:32][cH:33]1)[CH2:7]2. Starting materials: COC(C(=C)CC(=O)OC(C)(C)C)=O (methyl-2-t-butoxycarbonylmethylacrylate), COP(=O)(CC(CC(=O)OCCCC)C(=O)OC)C(C)NC(=O)OCC1=CC=CC=C1 (methyl-1-benzyloxycarbonylaminoethyl-[2-carbomethoxy-3-butoxycarbonyl-1-propyl]phosphinate), C(C)(=O)OCC (ethyl acetate). Run in C(C)#N (acetonitrile). The product is NC(C)P(O)(=O)CC(CC(=O)O)C(=O)O (1-Aminoethyl-[2,3-dicarboxy-1-n-propyl]phosphinic acid). RXN SMILES: COC(=O)C(CC(OC(C)(C)C)=O)=C.C[O:16][P:17]([CH:33]([NH:35]C(OCC1C=CC=CC=1)=O)[CH3:34])([CH2:19][CH:20]([C:29]([O:31]C)=[O:30])[CH2:21][C:22]([O:24]CCCC)=[O:23])=[O:18].C(OCC)(=O)C>C(#N)C>[NH2:35][CH:33]([P:17]([CH2:19][CH:20]([C:29]([OH:31])=[O:30])[CH2:21][C:22]([OH:24])=[O:23])(=[O:16])[OH:18])[CH3:34]. Procedure details: By methods used in Example 2 and employing methyl-2-t-butoxycarbonylmethylacrylate was prepared methyl-1-benzyloxycarbonylaminoethyl-[2-carbomethoxy-3-butoxycarbonyl-1-propyl]phosphinate. TLC (silica, 9:1, ethyl acetate:acetonitrile) Rf =0.58.